From a dataset of the Open Reaction Database (ORD), a public repository of structured organic reaction records. describe an organic reaction: reactants, conditions, products, and yield The reactants are Cc1c(CN2CCN(c3nccnc3-c3ccc(CO)cc3)CC2)cnn1C, CN(C)C(=O)Cl, CN(C)C=O, CC#N, Cl, [H-], [Na+], O. Product: Cc1c(CN2CCN(c3nccnc3-c3ccc(COC(=O)N(C)C)cc3)CC2)cnn1C, Cl. As a reaction SMILES: [CH3:1][n:2]1[n:3][cH:4][c:5]([CH2:8][N:9]2[CH2:10][CH2:11][N:12]([c:15]3[n:16][cH:17][cH:18][n:19][c:20]3-[c:21]3[cH:22][cH:23][c:24]([CH2:27][OH:28])[cH:25][cH:26]3)[CH2:13][CH2:14]2)[c:6]1[CH3:7].[CH3:31][N:32]([C:33](=[O:34])[Cl:35])[CH3:36].[CH3:38][N:39]([CH3:40])[CH:41]=[O:42].[CH3:43][C:44]#[N:45].[ClH:37].[H-:29].[Na+:30].[OH2:46]>>[CH3:1][n:2]1[n:3][cH:4][c:5]([CH2:8][N:9]2[CH2:10][CH2:11][N:12]([c:15]3[n:16][cH:17][cH:18][n:19][c:20]3-[c:21]3[cH:22][cH:23][c:24]([CH2:27][O:28][C:33]([N:32]([CH3:31])[CH3:36])=[O:34])[cH:25][cH:26]3)[CH2:13][CH2:14]2)[c:6]1[CH3:7].[ClH:35]. The reactants are O1CC1COC=1SC(=CN1)C(=O)NCCCCC=C (1,2-epoxy-3-[5-(hex-5-enylaminocarbonyl)thiazol-2-yloxy]propane), C(C)(C)(C)N (t-butylamine). Solvent: C(C)O (ethanol). Run at temperature -20 celsius, time 12 hour. The product is C(C)(C)(C)NCC(COC=1SC(=CN1)C(=O)NCCCCC=C)O (1-t-butylamino-3-[5-(hex-5-enylaminocarbonyl)thiazol-2-yloxy]propan-2-ol). As a reaction SMILES: [O:1]1[CH:3]([CH2:4][O:5][C:6]2[S:7][C:8]([C:11]([NH:13][CH2:14][CH2:15][CH2:16][CH2:17][CH:18]=[CH2:19])=[O:12])=[CH:9][N:10]=2)[CH2:2]1.[C:20]([NH2:24])([CH3:23])([CH3:22])[CH3:21]>C(O)C>[C:20]([NH:24][CH2:2][CH:3]([OH:1])[CH2:4][O:5][C:6]1[S:7][C:8]([C:11]([NH:13][CH2:14][CH2:15][CH2:16][CH2:17][CH:18]=[CH2:19])=[O:12])=[CH:9][N:10]=1)([CH3:23])([CH3:22])[CH3:21]. Procedure: This example illustrates method for preparing the compounds of the present invention. In this example a mixture containing 12 g. (0.037 mole) of 1,2-epoxy-3-[5-(hex-5-enylaminocarbonyl)thiazol-2-yloxy]propane, 12 g. (0.164 mole) of t-butylamine and 20 ml. of ethanol is allowed to stand at room temperature for 12 hours. The mixture is then evaporated under vacuum to remove the ethanol solvent and the resulting residue dissolved in 50 ml. of ethyl acetate and cooled to -20° C, and maintained at th... Reactants: N#Cc1ccc(N2CCC(C(=O)O)CC2)cc1, ClCCCl, CC1CNCC(C)N1, CN1CCOCC1, Cl, Cl, CN(C)C=O, On1nnc2ccccc21. Product: CC1CN(C(=O)C2CCN(c3ccc(C#N)cc3)CC2)CC(C)N1. As a reaction SMILES: [C:1](#[N:2])[c:3]1[cH:4][cH:5][c:6]([N:9]2[CH2:10][CH2:11][CH:12]([C:15](=[O:16])[OH:17])[CH2:13][CH2:14]2)[cH:7][cH:8]1.[CH2:50]([Cl:51])[CH2:52][Cl:53].[CH3:20][CH:21]1[NH:22][CH:23]([CH3:27])[CH2:24][NH:25][CH2:26]1.[CH3:38][N:39]1[CH2:40][CH2:41][O:42][CH2:43][CH2:44]1.[ClH:18].[ClH:19].[O:45]=[CH:46][N:47]([CH3:48])[CH3:49].[OH:28][n:29]1[c:30]2[c:31]([cH:32][cH:33][cH:34][cH:35]2)[n:36][n:37]1>>[C:1](#[N:2])[c:3]1[cH:4][cH:5][c:6]([N:9]2[CH2:10][CH2:11][CH:12]([C:15](=[O:17])[N:25]3[CH2:24][CH:23]([CH3:27])[NH:22][CH:21]([CH3:20])[CH2:26]3)[CH2:13][CH2:14]2)[cH:7][cH:8]1. The reactants are CCOC(C)=O, O=C(c1cc(C(F)(F)F)cc(C(F)(F)F)c1)N1CCOc2nccc(-c3ccccc3)c2C1, O=C(OO)c1cccc(Cl)c1. Product: O=C(c1cc(C(F)(F)F)cc(C(F)(F)F)c1)N1CCOc2c(c(-c3ccccc3)cc[n+]2[O-])C1. As a reaction SMILES: [CH3:45][CH2:46][O:47][C:48](=[O:49])[CH3:50].[F:1][C:2]([c:3]1[cH:4][c:5]([C:6](=[O:7])[N:8]2[CH2:9][CH2:10][O:11][c:12]3[c:13]([c:15](-[c:19]4[cH:20][cH:21][cH:22][cH:23][cH:24]4)[cH:16][cH:17][n:18]3)[CH2:14]2)[cH:25][c:26]([C:28]([F:29])([F:30])[F:31])[cH:27]1)([F:32])[F:33].[OH:34][O:35][C:36]([c:37]1[cH:38][c:39]([Cl:40])[cH:41][cH:42][cH:43]1)=[O:44]>>[F:1][C:2]([c:3]1[cH:4][c:5]([C:6](=[O:7])[N:8]2[CH2:9][CH2:10][O:11][c:12]3[c:13]([c:15](-[c:19]4[cH:20][cH:21][cH:22][cH:23][cH:24]4)[cH:16][cH:17][n+:18]3[O-:34])[CH2:14]2)[cH:25][c:26]([C:28]([F:29])([F:30])[F:31])[cH:27]1)([F:32])[F:33]. RXN SMILES: [OH:1][C@H:2]([C:10]1[CH:19]=[CH:18][C:13]2[C:14](=[O:17])[O:15][CH2:16][C:12]=2[C:11]=1[CH3:20])[CH2:3][N:4]1[CH2:9][CH2:8][NH:7][CH2:6][CH2:5]1.[O:21]1[CH2:23][CH:22]1[C:24]1[CH:31]=[CH:30][C:27]([C:28]#[N:29])=[CH:26][CH:25]=1>>[OH:21][CH:22]([C:24]1[CH:31]=[CH:30][C:27]([C:28]#[N:29])=[CH:26][CH:25]=1)[CH2:23][N:7]1[CH2:8][CH2:9][N:4]([CH2:3][CH:2]([OH:1])[C:10]2[C:11]([CH3:20])=[C:12]3[C:13](=[CH:18][CH:19]=2)[C:14](=[O:17])[O:15][CH2:16]3)[CH2:5][CH2:6]1. Product: OC(CN1CCN(CC1)CC(C=1C(=C2COC(C2=CC1)=O)C)O)C1=CC=C(C#N)C=C1 (4-[1-Hydroxy-2-[4-[2-hydroxy-2-(4-methyl-1-oxo-3H-isobenzofuran-5-yl)ethyl]piperazin-1-yl]ethyl]benzonitrile). The reactants are O[C@@H](CN1CCNCC1)C1=C(C2=C(C(OC2)=O)C=C1)C (5-[(1R)-1-hydroxy-2-(piperazin-1-yl)ethyl]-4-methyl-2-benzofuran-1(3H)-one), O1C(C1)C1=CC=C(C#N)C=C1 (4-(oxiran-2-yl)benzonitrile). Reported procedure: 4-[1-Hydroxy-2-[4-[2-hydroxy-2-(4-methyl-1-oxo-3H-isobenzofuran-5-yl)ethyl]piperazin-1-yl]ethyl]benzonitrile was prepared in a similar fashion to that described for the synthesis of EXAMPLES 2C and 28-29 starting from 5-[(1R)-1-hydroxy-2-(piperazin-1-yl)ethyl]-4-methyl-2-benzofuran-1(3H)-one and 4-(oxiran-2-yl)benzonitrile. Starting materials: C1=CC=CC2=C1C1=C(CC(C2)=O)C=CC=C1 (5,7-dihydro-6H-dibenzo[a,c]cyclohepten-6-one), N(=O)OCCCC (butyl nitrite), Cl (HCl). The solvent is CCOCC (Et2O), CCOCC (Et2O). Run at temperature 0 celsius. Yields the product Cl.NC1C(CC2=C(C3=C1C=CC=C3)C=CC=C2)O (5-amino-5,7-dihydro-6H-dibenzo[a,c]cyclohepten-6-ol hydrochloride). Reaction SMILES: [CH:1]1[C:6]2[C:7]3[CH:16]=[CH:15][CH:14]=[CH:13][C:8]=3[CH2:9][C:10](=[O:12])[CH2:11][C:5]=2[CH:4]=[CH:3][CH:2]=1.[N:17](OCCCC)=O.[ClH:24]>CCOCC>[ClH:24].[NH2:17][CH:9]1[C:8]2[CH:13]=[CH:14][CH:15]=[CH:16][C:7]=2[C:6]2[CH:1]=[CH:2][CH:3]=[CH:4][C:5]=2[CH2:11][CH:10]1[OH:12] |f:4.5|. Procedure details: A round bottom flask was charged with 5,7-dihydro-6H-dibenzo[a,c]cyclohepten-6-one (1.0 g, 4.81 mmol)(CAS# 1139-82-8, prepared as described in Tetrahedron Letters, Vol. 28, No. 23, (1987). pp 2633-2636) and butyl nitrite (0.673 ml, 5.77 mmol) (Aldrich) in Et2O. The solution was cooled to 0° C. and treated drop-wise with a saturated solution of HCl(g)/Et2O. After 5 h at 0° C. the resulting precipitate was filtered, rinsed with cold Et2O and vacuum dried to give the title compound as a colorless s...